From a dataset of the Open Reaction Database (ORD), a public repository of structured organic reaction records. describe an organic reaction: reactants, conditions, products, and yield Starting materials: ClC1=CC=2C(=C3N(C2C=C1)CCC3)C=O (7-chloro-2,3-dihydro-1H-pyrrolo[1,2-a]indole-9-carboxaldehyde), C(C)(=O)[O-].[NH4+] (ammonium acetate), [N+](=O)([O-])CC (nitroethane). The solvent is CO (methanol). Product: ClC1=CC=2C(=C3N(C2C=C1)CCC3)C=C(C)[N+](=O)[O-] (1-(7-Chloro-2,3-dihydro-1H-pyrrolo[1,2-a]indol-9-yl)-2-nitro-1-propene). Yield: 46.0%. Reaction SMILES: [Cl:1][C:2]1[CH:10]=[CH:9][C:8]2[N:7]3[CH2:11][CH2:12][CH2:13][C:6]3=[C:5]([CH:14]=O)[C:4]=2[CH:3]=1.C([O-])(=O)C.[NH4+].[N+:21]([CH2:24][CH3:25])([O-:23])=[O:22]>CO>[Cl:1][C:2]1[CH:10]=[CH:9][C:8]2[N:7]3[CH2:11][CH2:12][CH2:13][C:6]3=[C:5]([CH:14]=[C:24]([N+:21]([O-:23])=[O:22])[CH3:25])[C:4]=2[CH:3]=1 |f:1.2|. Procedure: A stirred solution of 7-chloro-2,3-dihydro-1H-pyrrolo[1,2-a]indole-9-carboxaldehyde (1.0 g, 4.6 mmol) and ammonium acetate (0.4 g, 5.2 mmol) in nitroethane (10 mL) was heated to 100° C. for 1 h, cooled to room temperature, diluted with methanol (30 mL), cooled to 0° C., and filtered. The filter-cake was recrystallised (toluene) to give the product as yellow needles (0.58 g, 46%): mp 162-1623° C.; Found: C, 60.68; H, 4.67; N, 9.98%. C14H13ClN2O2 requires: C, 60.77; H, 4.73; N, 10.12%. Starting materials: CC(Nc1ncnc2[nH]c(-c3ccc(CN4CCN(C(=O)OC(C)(C)C)CC4)cc3)cc12)c1ccccc1, CO, Cl, C1COCCO1. Product: CC(Nc1ncnc2[nH]c(-c3ccc(CN4CCNCC4)cc3)cc12)c1ccccc1. Reaction SMILES: [C:1]([O:2][C:3](=[O:4])[N:8]1[CH2:9][CH2:10][N:11]([CH2:14][c:15]2[cH:16][cH:17][c:18](-[c:21]3[cH:22][c:23]4[c:24]([n:25][cH:26][n:27][c:28]4[NH:29][CH:30]([CH3:31])[c:32]4[cH:33][cH:34][cH:35][cH:36][cH:37]4)[nH:38]3)[cH:19][cH:20]2)[CH2:12][CH2:13]1)([CH3:5])([CH3:6])[CH3:7].[CH3:46][OH:47].[ClH:39].[O:40]1[CH2:41][CH2:42][O:43][CH2:44][CH2:45]1>>[NH:8]1[CH2:9][CH2:10][N:11]([CH2:14][c:15]2[cH:16][cH:17][c:18](-[c:21]3[cH:22][c:23]4[c:24]([n:25][cH:26][n:27][c:28]4[NH:29][CH:30]([CH3:31])[c:32]4[cH:33][cH:34][cH:35][cH:36][cH:37]4)[nH:38]3)[cH:19][cH:20]2)[CH2:12][CH2:13]1. Starting materials: N1C(=CC2=CC=CC=C12)C=1C=CC(=C(C1)N)OC (5-(1H-Indol-2-yl)-2-methoxy-phenylamine), N1C(=CC2=CC=CC=C12)C=1C=CC(=C(C1)N)OC (5-(1H-indol-2-yl)-2-methoxy-phenylamine), C(=O)(O)C1=CC=C(C=C1)N=C=S (4-carboxyphenyl isothiocyanate). Solvent: O1CCCC1 (tetrahydrofuran). Yields the product N1C(=CC2=CC=CC=C12)C=1C=CC(=C(C1)NC(NC1=CC=C(C(=O)O)C=C1)=S)OC (4-{3-[5-(1H-Indol-2-yl)-2-methoxy-phenyl]-thioureido}-benzoic acid). As a reaction SMILES: [NH:1]1[C:9]2[C:4](=[CH:5][CH:6]=[CH:7][CH:8]=2)[CH:3]=[C:2]1[C:10]1[CH:11]=[CH:12][C:13]([O:17][CH3:18])=[C:14]([NH2:16])[CH:15]=1.[C:19]([C:22]1[CH:27]=[CH:26][C:25]([N:28]=[C:29]=[S:30])=[CH:24][CH:23]=1)([OH:21])=[O:20]>O1CCCC1>[NH:1]1[C:9]2[C:4](=[CH:5][CH:6]=[CH:7][CH:8]=2)[CH:3]=[C:2]1[C:10]1[CH:11]=[CH:12][C:13]([O:17][CH3:18])=[C:14]([NH:16][C:29](=[S:30])[NH:28][C:25]2[CH:24]=[CH:23][C:22]([C:19]([OH:21])=[O:20])=[CH:27][CH:26]=2)[CH:15]=1. Reported procedure: The product from Example 1, Step B, 5-(1H-indol-2-yl)-2-methoxy-phenylamine (0.286 g, 1.0 mmol) was mixed with 4-carboxyphenyl isothiocyanate (0.185 g, 1.03 mmol) in tetrahydrofuran (40 mL). The solvent was boiled off on the rotary evaporator (no vacuum), and ethyl acetate was added to the residue and the insoluble material was collected by filtration. The collected solid was taken up in tetrahydrofuran, concentrated to dryness, and triturated again with ethyl acetate to give the product as a wh... The reactants are FC=1C(=NC(=NC1)CC1=CC=C(C=C1)F)O (5-fluoro-2-(4-fluorobenzyl)-4-hydroxypyrimidine), P(=O)(Cl)(Cl)Cl (phosphorus oxychloride). Product: ClC1=NC(=NC=C1F)CC1=CC=C(C=C1)F (4-Chloro-5-fluoro-2-(4-fluorobenzyl)-pyrimidine). Isolated yield 90.0%. As a reaction SMILES: [F:1][C:2]1[C:3](O)=[N:4][C:5]([CH2:8][C:9]2[CH:14]=[CH:13][C:12]([F:15])=[CH:11][CH:10]=2)=[N:6][CH:7]=1.P(Cl)(Cl)([Cl:19])=O>>[Cl:19][C:3]1[C:2]([F:1])=[CH:7][N:6]=[C:5]([CH2:8][C:9]2[CH:14]=[CH:13][C:12]([F:15])=[CH:11][CH:10]=2)[N:4]=1. Procedure details: A mixture of 1.93 g (8.7 mmol) of 5-fluoro-2-(4-fluorobenzyl)-4-hydroxypyrimidine, from Step 1, and 15 mL of phosphorus oxychloride was heated in an oil bath at 90° C. for 1.5 hours and then concentrated in vacuo. The residue was triturated with 75 mL of ice water and the aqueous mixture was adjusted to pH 8-9 by the addition of solid sodium bicarbonate. The mixture was extracted with 3 X 70 mL of methylene chloride. The combined organic extracts were dried over anhydrous magnesium sulfate, filt...